From a dataset of the Open Reaction Database (ORD), a public repository of structured organic reaction records. describe an organic reaction: reactants, conditions, products, and yield Reactants: BrCCO (2-Bromo-1-ethanol), C(CC)[C@@H]1CC[C@H](CC1)C1=CC=C(C=C1)O (4-(trans-4-propylcyclohexyl)phenol), [OH-].[K+] (KOH). The solvent is C(C)O (ethanol), O (water). Reaction conditions: time 30 minute. Yields the product OCCOC1=CC=C(C=C1)[C@@H]1CC[C@H](CC1)CCC (1-(2-hydroxyethoxy)-4-(trans-4-propylcyclohexyl)benzene). RXN SMILES: Br[CH2:2][CH2:3][OH:4].[CH2:5]([C@H:8]1[CH2:13][CH2:12][C@H:11]([C:14]2[CH:19]=[CH:18][C:17]([OH:20])=[CH:16][CH:15]=2)[CH2:10][CH2:9]1)[CH2:6][CH3:7].[OH-].[K+]>C(O)C.O>[OH:4][CH2:3][CH2:2][O:20][C:17]1[CH:18]=[CH:19][C:14]([C@H:11]2[CH2:10][CH2:9][C@H:8]([CH2:5][CH2:6][CH3:7])[CH2:13][CH2:12]2)=[CH:15][CH:16]=1 |f:2.3|. Procedure: 2-Bromo-1-ethanol (5.0 g, 0.04 mol) and 4-(trans-4-propylcyclohexyl)phenol (4.4 g, 0.02 mol) were dissolved in ethanol (300 ml) and agitated at room temperature. To this solution was gradually dropwise added a solution of KOH (10 g) in water (20 ml), over 30 minutes, followed by stirring for 40 hours, distilling off about 200 ml of ethanol under reduced pressure, adding water (500 ml) to deposit solids, separating the solids from liquid, dissolving them in toluene (100 ml), filtering off insolub... The yield is 67.9%. Reaction conditions: temperature -70 celsius, time 1 hour. Starting materials: C(C)(C)[N-]C(C)C.[Li+] (lithium diisopropylamide), COC1=CC=C(C=C1)CC(=O)OC (methyl 4-methoxyphenylacetate), CI (methyl iodide). Reported procedure: A solution of lithium diisopropylamide (2.0M solution in tetrahydrofuran/ethylbenzene/heptane, 34.0 ml, 0.0667 mol) was added dropwise to a solution of methyl 4-methoxyphenylacetate (12.0 g, 0.0667 mol) in tetrahydrofuran (150 ml) at −70° C. under a nitrogen atmosphere and the mixture was stirred at −70° C. for 1 hour. A solution of methyl iodide (9.5 g, 0.0667 mol) in tetrahydrofuran (20 ml) was added dropwise and the mixture was stirred at −70° C. for a further 1 hour. The cooling bath was rem... The solvent is O1CCCC1 (tetrahydrofuran), O1CCCC1 (tetrahydrofuran). RXN SMILES: [CH:1]([N-]C(C)C)(C)C.[Li+].[CH3:9][O:10][C:11]1[CH:16]=[CH:15][C:14]([CH2:17][C:18]([O:20][CH3:21])=[O:19])=[CH:13][CH:12]=1.CI>O1CCCC1>[CH3:9][O:10][C:11]1[CH:12]=[CH:13][C:14]([CH:17]([CH3:1])[C:18]([O:20][CH3:21])=[O:19])=[CH:15][CH:16]=1 |f:0.1|. The product is COC1=CC=C(C=C1)C(C(=O)OC)C (methyl 2-(4-methoxyphenyl)propionate). Reactants: COc1ccc(CCl)cc1, CC(C)=O, O=[N+]([O-])c1cccc2c(I)n[nH]c12, [K+], [OH-], O. Product: COc1ccc(Cn2nc(I)c3cccc([N+](=O)[O-])c32)cc1. Reaction SMILES: [CH3:16][O:17][c:18]1[cH:19][cH:20][c:21]([CH2:22][Cl:23])[cH:24][cH:25]1.[CH3:26][C:27](=[O:28])[CH3:29].[I:1][c:2]1[n:3][nH:4][c:5]2[c:6]([N+:11](=[O:12])[O-:13])[cH:7][cH:8][cH:9][c:10]12.[K+:15].[OH-:14].[OH2:30]>>[I:1][c:2]1[n:3][n:4]([CH2:22][c:21]2[cH:20][cH:19][c:18]([O:17][CH3:16])[cH:25][cH:24]2)[c:5]2[c:6]([N+:11](=[O:12])[O-:13])[cH:7][cH:8][cH:9][c:10]12.